This data is from the Open Reaction Database (ORD), a public repository of structured organic reaction records. The task is: describe an organic reaction: reactants, conditions, products, and yield Reactants: BrCc1ccccc1, O=C([O-])[O-], [Cs+], [Cs+], CN(C)C=O, CCOC(=O)c1cc(C)[nH]c(=O)c1O. Product: CCOC(=O)c1cc(C)[nH]c(=O)c1OCc1ccccc1. RXN SMILES: [Br:15][CH2:16][c:17]1[cH:18][cH:19][cH:20][cH:21][cH:22]1.[C:23](=[O:24])([O-:25])[O-:26].[Cs+:27].[Cs+:28].[O:29]=[CH:30][N:31]([CH3:32])[CH3:33].[OH:1][c:2]1[c:3](=[O:14])[nH:4][c:5]([CH3:13])[cH:6][c:7]1[C:8](=[O:9])[O:10][CH2:11][CH3:12]>>[O:1]([c:2]1[c:3](=[O:14])[nH:4][c:5]([CH3:13])[cH:6][c:7]1[C:8](=[O:9])[O:10][CH2:11][CH3:12])[CH2:16][c:17]1[cH:18][cH:19][cH:20][cH:21][cH:22]1. As a reaction SMILES: [CH2:1]([CH3:2])[O:3][c:4]1[n:5][nH:6][cH:7][c:8]1[CH2:9][CH2:10][C:11](=[O:12])[O:13][CH2:14][CH3:15].[CH3:38][N:39]([CH3:40])[CH:41]=[O:42].[Cl:16][CH2:17][c:18]1[cH:19][c:20]([O:21][CH2:22][c:23]2[n:24][c:25](-[c:29]3[cH:30][cH:31][cH:32][cH:33][cH:34]3)[o:26][c:27]2[CH3:28])[cH:35][cH:36][cH:37]1.[H-:43].[Na+:44].[OH2:45]>>[CH2:1]([CH3:2])[O:3][c:4]1[n:5][n:6]([CH2:17][c:18]2[cH:19][c:20]([O:21][CH2:22][c:23]3[n:24][c:25](-[c:29]4[cH:30][cH:31][cH:32][cH:33][cH:34]4)[o:26][c:27]3[CH3:28])[cH:35][cH:36][cH:37]2)[cH:7][c:8]1[CH2:9][CH2:10][C:11](=[O:12])[O:13][CH2:14][CH3:15]. Reactants: CCOC(=O)CCc1c[nH]nc1OCC, CN(C)C=O, Cc1oc(-c2ccccc2)nc1COc1cccc(CCl)c1, [H-], [Na+], O. The product is CCOC(=O)CCc1cn(Cc2cccc(OCc3nc(-c4ccccc4)oc3C)c2)nc1OCC. Reactants: CCOC(OCC)OCC, CN(C)C=O, CCOC(=O)c1cc(C)sc1N, Nc1nnn[nH]1. Product: CCOC(=O)c1cc(C)sc1N=CNc1nnn[nH]1. RXN SMILES: [CH2:7]([O:8][CH:9]([O:10][CH2:11][CH3:12])[O:13][CH2:14][CH3:15])[CH3:16].[CH3:29][N:30]([CH3:31])[CH:32]=[O:33].[NH2:17][c:18]1[s:19][c:20]([CH3:28])[cH:21][c:22]1[C:23](=[O:24])[O:25][CH2:26][CH3:27].[NH2:1][c:2]1[n:3][n:4][n:5][nH:6]1>>[NH:1]([c:2]1[nH:3][n:4][n:5][n:6]1)[CH:7]=[N:17][c:18]1[s:19][c:20]([CH3:28])[cH:21][c:22]1[C:23](=[O:24])[O:25][CH2:26][CH3:27]. Starting materials: Cl, CCC(C)S(=O)NC(C)c1ncc(F)cn1, C1COCCO1. The product is Cl, CC(N)c1ncc(F)cn1. As a reaction SMILES: [ClH:17].[F:1][c:2]1[cH:3][n:4][c:5]([CH:8]([CH3:9])[NH:10][S:11]([CH:12]([CH3:13])[CH2:14][CH3:15])=[O:16])[n:6][cH:7]1.[O:18]1[CH2:19][CH2:20][O:21][CH2:22][CH2:23]1>>[ClH:17].[F:1][c:2]1[cH:3][n:4][c:5]([CH:8]([CH3:9])[NH2:10])[n:6][cH:7]1. The reactants are O=C(/C=C/C=1OC=CC(C1OCCCCCC(=O)OCC)=O)CCCCC (2-(3-oxo-trans-1-octenyl)-3-(5-carboethoxypentyloxy)-4-pyrone), C(C)[BH-](CC)CC.[Li+] (lithium triethylborohydride). The solvent is O1CCCC1 (tetrahydrofuran). Reaction conditions: time 30 minute. The product is OC(/C=C/C=1OC=CC(C1OC1=CC=CC(=C1)C(=O)OCC)=O)CCCCC (2-[(3RS)-3-hydroxy-trans-1-octenyl]-3-(5-carboethoxypenyloxy)-4-pyrone). The yield is 64.0%. As a reaction SMILES: [O:1]=[C:2]([CH2:23][CH2:24][CH2:25][CH2:26][CH3:27])/[CH:3]=[CH:4]/[C:5]1[O:6][CH:7]=[CH:8][C:9](=[O:22])[C:10]=1[O:11][CH2:12][CH2:13][CH2:14][CH2:15][CH2:16][C:17]([O:19][CH2:20][CH3:21])=[O:18].[CH2:28]([BH-](CC)CC)C.[Li+]>O1CCCC1>[OH:1][CH:2]([CH2:23][CH2:24][CH2:25][CH2:26][CH3:27])/[CH:3]=[CH:4]/[C:5]1[O:6][CH:7]=[CH:8][C:9](=[O:22])[C:10]=1[O:11][C:12]1[CH:28]=[C:16]([C:17]([O:19][CH2:20][CH3:21])=[O:18])[CH:15]=[CH:14][CH:13]=1 |f:1.2|. Procedure: To a solution, cooled under nitrogen to -78°, of 0.200 g (0.53 mmol) of 2-(3-oxo-trans-1-octenyl)-3-(5-carboethoxypentyloxy)-4-pyrone in 2 ml of tetrahydrofuran was added dropwise keeping the internal temperature at -70° to -75°, 0.53 ml (0.53 mmole) of lithium triethylborohydride. After being stirred for an additional 30 min the cold reaction was quenched by the addition of 0.5 ml of 40% aqueous acetic acid and then partially concentrated under reduced pressure. The residue was dissolved in met... Starting materials: BrC=1C=C(C(=C(C=O)C1)F)F (5-bromo-2,3-difluorobenzaldehyde), [Cu](C#N)C#N (copper cyanide), C(C)(=O)OCC (ethyl acetate), O (water). The solvent is CN1C(CCC1)=O (1-methyl-2-pyrrolidone). Reaction conditions: temperature 170 celsius, time 8 hour. Product: FC=1C=C(C#N)C=C(C1F)C=O (3,4-Difluoro-5-formylbenzonitrile). Yield: 42.9%. RXN SMILES: Br[C:2]1[CH:3]=[C:4]([F:11])[C:5]([F:10])=[C:6]([CH:9]=1)[CH:7]=[O:8].[Cu](C#N)[C:13]#[N:14].C(OCC)(=O)C.O>CN1CCCC1=O>[F:11][C:4]1[CH:3]=[C:2]([CH:9]=[C:6]([CH:7]=[O:8])[C:5]=1[F:10])[C:13]#[N:14]. Procedure details: To a solution of 10.0 g of 5-bromo-2,3-difluorobenzaldehyde in 40.0 mL of 1-methyl-2-pyrrolidone was added 4.26 g of copper cyanide (I) at room temperature and stirred at 170° C. for 8 hours. Adding ethyl acetate and water, the solution was stirred, and insoluble substances were filtered out through celite. The organic layer of filtrate was washed successively with saturated aqueous ammonium chloride, water and saturated brine, dried over anhydrous magnesium sulfate, and the solvent was evaporat... The reactants are solution, C(CCC)[Li] (n-butyllithium), C(CC(=O)C)(=O)OC (Methyl acetoacetate), [H-].[Na+] (sodium hydride), ClC1=C(/C=C/C=O)C(=CC(=C1)Cl)C1=CC=C(C=C1)F ((E)-2,4-dichloro-6-(4-fluorophenyl)cinnamaldehyde). The solvent is CCCCCC (hexane), O1CCCC1 (tetrahydrofuran), O1CCCC1 (tetrahydrofuran). Conditions: temperature 0 celsius, time 15 minute. The product is ClC1=C(C(=CC(=C1)Cl)C1=CC=C(C=C1)F)/C=C/C(CC(CC(=O)OC)=O)O (Methyl (E)-7-[2,4-dichloro-6-(4-fluorophenyl)phenyl]-5-hydroxy-3-oxo-6-heptenoate). As a reaction SMILES: [C:1]([O:7][CH3:8])(=[O:6])[CH2:2][C:3]([CH3:5])=[O:4].[H-].[Na+].C([Li])CCC.[Cl:16][C:17]1[CH:26]=[C:25]([Cl:27])[CH:24]=[C:23]([C:28]2[CH:33]=[CH:32][C:31]([F:34])=[CH:30][CH:29]=2)[C:18]=1/[CH:19]=[CH:20]/[CH:21]=[O:22]>O1CCCC1.CCCCCC>[Cl:16][C:17]1[CH:26]=[C:25]([Cl:27])[CH:24]=[C:23]([C:28]2[CH:29]=[CH:30][C:31]([F:34])=[CH:32][CH:33]=2)[C:18]=1/[CH:19]=[CH:20]/[CH:21]([OH:22])[CH2:5][C:3](=[O:4])[CH2:2][C:1]([O:7][CH3:8])=[O:6] |f:1.2|. Procedure: Methyl acetoacetate (9.56 g, 82.3 mmole) is added dropwise to a stirred suspension of sodium hydride (50% oil suspension) (3.95 g, 82.3 mmole) in anhydrous tetrahydrofuran at 0° C. under a nitrogen atmosphere. The resulting solution is stirred 15 minutes at 0° C. and then treated with a 1.6 M solution (51.5 ml, 82.3 mmole) of n-butyllithium in hexane over 5 minutes. The resulting solution is stirred 15 minutes at 0° C. and then treated with a solution of (E)-2,4-dichloro-6-(4-fluorophenyl)cinnam... The reactants are C[Sn](C)(C)Cl (trimethyltin chloride), [Li]CCCC (n-BuLi), C(CCCCCCCCCCC)OC1=C(SC=C1)C=1SC=CC1OCCCCCCCCCCCC (3,3′-didodecyloxy-2,2′-bithiophene). Run in C1CCOC1 (THF), C1CCOC1 (THF), C(C)(=O)OCC (ethyl acetate). Conditions: temperature -78 celsius, time 45 minute. Product: C[Sn](C1=CC(=C(S1)C=1SC(=CC1OCCCCCCCCCCCC)[Sn](C)(C)C)OCCCCCCCCCCCC)(C)C (5,5′-bis(trimethylstannyl)-3,3′-bis(dodecyloxy)2,2′-bithiophene). Yield: 81.5%. Reaction SMILES: [CH2:1]([O:13][C:14]1[CH:18]=[CH:17][S:16][C:15]=1[C:19]1[S:20][CH:21]=[CH:22][C:23]=1[O:24][CH2:25][CH2:26][CH2:27][CH2:28][CH2:29][CH2:30][CH2:31][CH2:32][CH2:33][CH2:34][CH2:35][CH3:36])[CH2:2][CH2:3][CH2:4][CH2:5][CH2:6][CH2:7][CH2:8][CH2:9][CH2:10][CH2:11][CH3:12].[Li]CCCC.[CH3:42][Sn:43](Cl)([CH3:45])[CH3:44]>C1COCC1.C(OCC)(=O)C>[CH3:42][Sn:43]([CH3:45])([CH3:44])[C:17]1[S:16][C:15]([C:19]2[S:20][C:21]([Sn:43]([CH3:45])([CH3:44])[CH3:42])=[CH:22][C:23]=2[O:24][CH2:25][CH2:26][CH2:27][CH2:28][CH2:29][CH2:30][CH2:31][CH2:32][CH2:33][CH2:34][CH2:35][CH3:36])=[C:14]([O:13][CH2:1][CH2:2][CH2:3][CH2:4][CH2:5][CH2:6][CH2:7][CH2:8][CH2:9][CH2:10][CH2:11][CH3:12])[CH:18]=1. Procedure: A solution of 2.9 g (5.42 mmol) of 3,3′-didodecyloxy-2,2′-bithiophene (Org. Lett. 2008, 10, 5333) in 150 mL of THF was cooled to −78° C. The resulting suspension was treated dropwise with 5.2 mL (13.0 mmol) of n-BuLi (2.5 M in hexanes) and stirred for an additional 45 minutes. The dry ice bath was then removed and the mixture was stirred at ambient temperature for 1.25 hours. The suspension was cooled to −78° C. and treated with a solution of 3.02 g (15.2 mmol) of trimethyltin chloride in 15 mL ...